Task: describe an organic reaction: reactants, conditions, products, and yield. Dataset: the Open Reaction Database (ORD), a public repository of structured organic reaction records Reactants: C(C)(=O)OC[C@H]1O[C@H]([C@@H]([C@H]([C@@H]1OC(C)=O)OC(C)=O)OC(C)=O)N1C=C(C2=C(C=CC=C12)C)CC1=CC=C(C=C1)OCCCCl ([(2R,3R,4S,5R,6R)-3,4,5-triacetoxy-6-[3-[[4-(3-chloropropoxy)phenyl]methyl]-4-methyl-indol-1-yl]tetrahydropyran-2-yl]methyl acetate), C1CN(CCC12CNCCC2)C(CNC(=O)NCC(C)C)=O (1-[2-(3,8-diazaspiro[5.5]undecan-3-yl)-2-oxo-ethyl]-3-isobutyl-urea), C([O-])([O-])=O.[K+].[K+] (potassium carbonate), [I-].[K+] (potassium iodide), C(C)(=O)OC(C)=O (acetic acid anhydride). Reagents/catalysts: C(C)(=O)OC[C@H]1O[C@H]([C@@H]([C@H]([C@@H]1OC(C)=O)OC(C)=O)OC(C)=O)N1C=C(C2=C(C=CC=C12)C)CC1=CC=C(C=C1)OCCCCl ([(2R,3R,4S,5R,6R)-3,4,5-triacetoxy-6-[3-[[4-(3-chloropropoxy)phenyl]methyl]-4-methyl-indol-1-yl]tetrahydropyran-2-yl]methyl acetate), CN(C1=CC=NC=C1)C (N,N-dimethyl-4-pyridinamine). Run in C(C)N(CC)CC (triethylamine), CO (MeOH), CCOC(=O)C (EtOAc), CCOC(=O)C (EtOAc), C(C)N(CC)CC (triethylamine), C(C)#N (acetonitrile). Run at time 1 hour. Product: C(C)(=O)OC[C@H]1O[C@H]([C@@H]([C@H]([C@@H]1OC(C)=O)OC(C)=O)OC(C)=O)N1C=C(C2=C(C=CC=C12)C)CC1=CC=C(C=C1)OCCCN1CCCC2(C1)CCN(CC2)C(CNC(NCC(C)C)=O)=O ([(2R,3R,4S,5R,6R)-3,4,5-triacetoxy-6-[3-[[4-[3-[9-[2-(isobutylcarbamoylamino)acetyl]-4,9-diazaspiro[5.5]undecan-4-yl]propoxy]phenyl]methyl]-4-methyl-indol-1-yl]tetrahydropyran-2-yl]methyl acetate). Yield: 51.8%. Reaction SMILES: [C:1]([O:4][CH2:5][C@@H:6]1[C@@H:11]([O:12][C:13](=[O:15])[CH3:14])[C@H:10]([O:16][C:17](=[O:19])[CH3:18])[C@@H:9]([O:20][C:21](=[O:23])[CH3:22])[C@H:8]([N:24]2[C:32]3[C:27](=[C:28]([CH3:33])[CH:29]=[CH:30][CH:31]=3)[C:26]([CH2:34][C:35]3[CH:40]=[CH:39][C:38]([O:41][CH2:42][CH2:43][CH2:44]Cl)=[CH:37][CH:36]=3)=[CH:25]2)[O:7]1)(=[O:3])[CH3:2].[CH2:46]1[C:51]2([CH2:56][CH2:55][CH2:54][NH:53][CH2:52]2)[CH2:50][CH2:49][N:48]([C:57](=[O:67])[CH2:58][NH:59][C:60]([NH:62][CH2:63][CH:64]([CH3:66])[CH3:65])=[O:61])[CH2:47]1.C(=O)([O-])[O-].[K+].[K+].[I-].[K+].C(OC(=O)C)(=O)C>C(#N)C.CN(C)C1C=CN=CC=1.C(OC[C@@H]1[C@@H](OC(=O)C)[C@H](OC(=O)C)[C@@H](OC(=O)C)[C@H](N2C3C(=C(C)C=CC=3)C(CC3C=CC(OCCCCl)=CC=3)=C2)O1)(=O)C.C(N(CC)CC)C.CO.CCOC(C)=O>[C:1]([O:4][CH2:5][C@@H:6]1[C@@H:11]([O:12][C:13](=[O:15])[CH3:14])[C@H:10]([O:16][C:17](=[O:19])[CH3:18])[C@@H:9]([O:20][C:21](=[O:23])[CH3:22])[C@H:8]([N:24]2[C:32]3[C:27](=[C:28]([CH3:33])[CH:29]=[CH:30][CH:31]=3)[C:26]([CH2:34][C:35]3[CH:40]=[CH:39][C:38]([O:41][CH2:42][CH2:43][CH2:44][N:53]4[CH2:52][C:51]5([CH2:50][CH2:49][N:48]([C:57](=[O:67])[CH2:58][NH:59][C:60](=[O:61])[NH:62][CH2:63][CH:64]([CH3:65])[CH3:66])[CH2:47][CH2:46]5)[CH2:56][CH2:55][CH2:54]4)=[CH:37][CH:36]=3)=[CH:25]2)[O:7]1)(=[O:3])[CH3:2] |f:2.3.4,5.6|. Procedure: To a stirred solution of [(2R,3R,4S,5R,6R)-3,4,5-triacetoxy-6-[3-[[4-(3-chloropropoxy)phenyl]methyl]-4-methyl-indol-1-yl]tetrahydropyran-2-yl]methyl acetate (143.38 mmoles; 118.40 g) in acetonitrile (829 mL) add 1-[2-(3,8-diazaspiro[5.5]undecan-3-yl)-2-oxo-ethyl]-3-isobutyl-urea (143.38 mmoles; 47.35 g), potassium carbonate (286.75 mmoles; 39.63 g), and potassium iodide (143.38 mmoles; 23.80 g). Heat the mixture at reflux under nitrogen overnight. Cool the reaction mixture to room temperature an... Starting materials: phenols, C(=O)([O-])[O-].[K+].[K+] (K2CO3), BrCC(=O)C=1SC(=C2C1CCC(C2)(C)C)C (2-bromo-1-(3,5,5-trimethyl-4,5,6,7-tetrahydro-benzo[c]thiophen-1-yl)-ethanone). Solvent: CC(=O)C (acetone). Reaction conditions: time 18 hour. Product: O(C1=CC=CC=C1)CC(=O)C=1SC(=C2C1CCC(C2)(C)C)C (2-phenoxy-1-(3,5,5-trimethyl-4,5,6,7-tetrahydro-benzo[c]thiophen-1-yl)-ethanone). As a reaction SMILES: [C:1]([O-:4])([O-])=O.[K+].[K+].Br[CH2:8][C:9]([C:11]1[S:12][C:13]([CH3:22])=[C:14]2[CH2:19][C:18]([CH3:21])([CH3:20])[CH2:17][CH2:16][C:15]=12)=[O:10]>CC(C)=O>[O:4]([CH2:8][C:9]([C:11]1[S:12][C:13]([CH3:22])=[C:14]2[CH2:19][C:18]([CH3:21])([CH3:20])[CH2:17][CH2:16][C:15]=12)=[O:10])[C:1]1[CH:14]=[CH:15][CH:11]=[CH:9][CH:8]=1 |f:0.1.2|. Procedure details: To the appropriate phenols (50 μmol, 2 eq.) and K2CO3 (10.5 mg, 75 μmol) a solution of 2-bromo-1-(3,5,5-trimethyl-4,5,6,7-tetrahydro-benzo[c]thiophen-1-yl)-ethanone (7.5 mg, 25 μmol) in acetone (0.7 mL) is added. The suspension is stirred at rt for 18 h before it is filtered. The solvent of the filtrate is evaporated and the crude product is purified by prep. HPLC (Symmetry C18 5 μm, 19×50 mm, 20-95% acetonitrile in water containing 0.5% formic acid) to give the desired 2-phenoxy-1-(3,5,5-trimet... Starting materials: O (water), BrC1=CC=C(C=C1)O (4-bromophenol), ClC1=NC=C(C=C1)C(F)(F)F (2-chloro-5-(trifluoromethyl)pyridine), C(=O)([O-])[O-].[K+].[K+] (K2CO3). Solvent: CC#N (CH3CN). As a reaction SMILES: [Br:1][C:2]1[CH:7]=[CH:6][C:5]([OH:8])=[CH:4][CH:3]=1.Cl[C:10]1[CH:15]=[CH:14][C:13]([C:16]([F:19])([F:18])[F:17])=[CH:12][N:11]=1.C([O-])([O-])=O.[K+].[K+].O>CC#N>[Br:1][C:2]1[CH:7]=[CH:6][C:5]([O:8][C:10]2[CH:15]=[CH:14][C:13]([C:16]([F:19])([F:18])[F:17])=[CH:12][N:11]=2)=[CH:4][CH:3]=1 |f:2.3.4|. Reported procedure: 2-(4-Bromophenoxy)-5-(trifluoromethyl)pyridine (2) was prepared by heating a mixture of 4-bromophenol (1.0 eq, Aldrich), 2-chloro-5-(trifluoromethyl)pyridine (0.9 eq, Aldrich), and K2CO3 (2 eq) in 25 mL of CH3CN at 80° C. under argon for 14 hours. After cooling to room temperature, water (30 mL) was added, extracted with EtOAc (2×100 mL), concentrated and purified by column (silica gel, Hexanes, then Hexanes/EtOAc 10/1) to give compound 2: 1H-NMR (400 MHz, CDCl3) δ 8.45 (s, 1H), 7.94 (ddd, 1H, 0... Yields the product Hexanes EtOAc, BrC1=CC=C(OC2=NC=C(C=C2)C(F)(F)F)C=C1 (2-(4-Bromophenoxy)-5-(trifluoromethyl)pyridine). Starting materials: C1CCOC1, CC(C)(C)[O-], O=C(O)c1ccc(Cl)nc1, [K+], O, O=C(O)CC(O)(CC(=O)O)C(=O)O. The product is CC(C)(C)Oc1ccc(C(=O)O)cn1. As a reaction SMILES: [CH2:11]1[O:12][CH2:13][CH2:14][CH2:15]1.[CH3:16][C:17]([CH3:18])([O-:19])[CH3:20].[Cl:1][c:2]1[n:3][cH:4][c:5]([C:6](=[O:7])[OH:8])[cH:9][cH:10]1.[K+:21].[OH2:35].[OH:22][C:23]([CH2:24][C:25]([C:26](=[O:27])[OH:28])([CH2:29][C:30](=[O:31])[OH:32])[OH:33])=[O:34]>>[c:2]1([O:19][C:17]([CH3:16])([CH3:18])[CH3:20])[n:3][cH:4][c:5]([C:6](=[O:7])[OH:8])[cH:9][cH:10]1. RXN SMILES: [CH2:3]([CH3:4])[I:5].[CH3:15][CH2:16][OH:17].[CH3:6][O:7][c:8]1[cH:9][c:10]([SH:14])[cH:11][cH:12][cH:13]1.[K+:2].[OH-:1]>>[CH2:3]([CH3:4])[S:14][c:10]1[cH:9][c:8]([O:7][CH3:6])[cH:13][cH:12][cH:11]1. The reactants are CCI, CCO, COc1cccc(S)c1, [K+], [OH-]. Yields the product CCSc1cccc(OC)c1.